This data is from the Open Reaction Database (ORD), a public repository of structured organic reaction records. The task is: describe an organic reaction: reactants, conditions, products, and yield Reactants: C1(CCCCC1)N=C=NC1CCCCC1 (dicyclohexylcarbodiimide), CC1=CC=C(C=C1)CC(=O)O (4-methylphenylacetic acid), C(C)(C)(C)O (tert-butanol), CN(C)C1=NC=CC=C1 (dimethylaminopyridine). The solvent is ClCCl (dichloromethane), ClCCl (dichloromethane). Reaction conditions: temperature 25 celsius, time 20 hour. The product is CC1=CC=C(C=C1)CC(=O)OC(C)(C)C (tert-Butyl 4-methylphenylacetate). As a reaction SMILES: [CH3:1][C:2]1[CH:7]=[CH:6][C:5]([CH2:8][C:9]([OH:11])=[O:10])=[CH:4][CH:3]=1.[C:12](O)([CH3:15])([CH3:14])[CH3:13].CN(C1C=CC=CN=1)C.C1(N=C=NC2CCCCC2)CCCCC1>ClCCl>[CH3:1][C:2]1[CH:3]=[CH:4][C:5]([CH2:8][C:9]([O:11][C:12]([CH3:15])([CH3:14])[CH3:13])=[O:10])=[CH:6][CH:7]=1. Procedure: 450 g (3 mol) of 4-methylphenylacetic acid, 1.13 l (12 mol) of tert-butanol and 90 g (0.74 mol) of dimethylaminopyridine are dissolved in 2 l of dichloromethane. After addition of 680 g (3.3 mol) of dicyclohexylcarbodiimide, dissolved in 400 ml of dichloromethane, the mixture is stirred at 25° C. for 20 h, the precipitated urea is filtered off with suction and washed with 200 ml of dichloromethane, and the organic phase is washed twice each with 500 ml of 2M hydrochloric acid and water. The orga... The reactants are C(C)OC(CN1C2=C(C=3C=CC=CC13)CCN(CC2)C(=O)OC(C)(C)C)=O (tert-Butyl 6-(2-ethoxy-2-oxoethyl)-1,4,5,6-tetrahydroazepino[4,5-b]indole-3(2H)-carboxylate), [OH-].[Na+] (NaOH). The solvent is CO (MeOH). Conditions: time 3 hour. Yields the product C(C)(C)(C)OC(=O)N1CCC=2N(C=3C=CC=CC3C2CC1)CC(=O)O ((3-(tert-butoxycarbonyl)-2,3,4,5-tetrahydroazepino[4,5-b]indol-6(1H)-yl)acetic acid). Yield: 100.8%. As a reaction SMILES: C([O:3][C:4](=[O:27])[CH2:5][N:6]1[C:14]2[CH:13]=[CH:12][CH:11]=[CH:10][C:9]=2[C:8]2[CH2:15][CH2:16][N:17]([C:20]([O:22][C:23]([CH3:26])([CH3:25])[CH3:24])=[O:21])[CH2:18][CH2:19][C:7]1=2)C.[OH-].[Na+]>CO>[C:23]([O:22][C:20]([N:17]1[CH2:16][CH2:15][C:8]2[C:9]3[CH:10]=[CH:11][CH:12]=[CH:13][C:14]=3[N:6]([CH2:5][C:4]([OH:27])=[O:3])[C:7]=2[CH2:19][CH2:18]1)=[O:21])([CH3:26])([CH3:24])[CH3:25] |f:1.2|. Procedure details: tert-Butyl 6-(2-ethoxy-2-oxoethyl)-1,4,5,6-tetrahydroazepino[4,5-b]indole-3(2H)-carboxylate (0.606 g, 1.63 mmol) is dissolved in MeOH (20 mL) and 1N NaOH (2.44 mL, 2.44 mmol, 1.5 equiv.) is added. The resulting solution is stirred at rt for 3 h. The reaction mixture is concentrated and the residue is partitioned between EtOAc (50 mL) and 10% aqueous citric acid (30 mL). The layers are separated and the aqueous layer is extracted with EtOAc (25 mL). The combined organic layers are washed with wat... The reactants are FC=1C=C(C=CC1)CC(NC(=O)C1=NC2=CC=CC=C2N=C1)C(CC(CCC(C)(C)O)C=1NC=CN1)OC(C)=O (acetic acid 1-{2-(3-fluoro-phenyl)-1-[(quinoxaline-2-carbonyl)-amino]-ethyl}-6-hydroxy-3-(1H-imidazol-2-yl)-6-methyl-heptyl ester), C([O-])([O-])=O.[K+].[K+] (potassium carbonate). Solvent: CO (methanol). Reaction conditions: time 2 hour. Yields the product FC=1C=C(CC(C(CC(CCC(C)(C)O)C=2NC=CN2)O)NC(=O)C2=NC3=CC=CC=C3N=C2)C=CC1 (Quinoxaline-2-carboxylic acid [1-(3-fluoro-benzyl)-2,7-dihydroxy-4-(1H-imidazol-2-yl)-7-methyl-octyl]-amide). Isolated yield 109.1%. RXN SMILES: [F:1][C:2]1[CH:3]=[C:4]([CH2:8][CH:9]([CH:23]([O:37]C(=O)C)[CH2:24][CH:25]([C:32]2[NH:33][CH:34]=[CH:35][N:36]=2)[CH2:26][CH2:27][C:28]([OH:31])([CH3:30])[CH3:29])[NH:10][C:11]([C:13]2[CH:22]=[N:21][C:20]3[C:15](=[CH:16][CH:17]=[CH:18][CH:19]=3)[N:14]=2)=[O:12])[CH:5]=[CH:6][CH:7]=1.C(=O)([O-])[O-].[K+].[K+]>CO>[F:1][C:2]1[CH:3]=[C:4]([CH:5]=[CH:6][CH:7]=1)[CH2:8][CH:9]([NH:10][C:11]([C:13]1[CH:22]=[N:21][C:20]2[C:15](=[CH:16][CH:17]=[CH:18][CH:19]=2)[N:14]=1)=[O:12])[CH:23]([OH:37])[CH2:24][CH:25]([C:32]1[NH:33][CH:34]=[CH:35][N:36]=1)[CH2:26][CH2:27][C:28]([OH:31])([CH3:30])[CH3:29] |f:1.2.3|. Reported procedure: To a solution of acetic acid 1-{2-(3-fluoro-phenyl)-1-[(quinoxaline-2-carbonyl)-amino]-ethyl}-6-hydroxy-3-(1H-imidazol-2-yl)-6-methyl-heptyl ester (32 mg, 0.058 mmol) in methanol (1 mL) was added potassium carbonate (100 mg, 0.724 mmol). The resulting solution was stirred for 2 hours then concentrated. The crude product was dissolved in a mixture of methylene chloride and water. The organic layer was dried over sodium sulfate, filtered and concentrated. Chromatography on silica gel gave the titl... Reactants: COC(=O)C(CC(C)C)N1CC(Oc2cc(F)ccc2F)=CC1=O, Cl, [Li+], C1CCOC1, [OH-], O, O. Yields the product CC(C)CC(C(=O)O)N1CC(Oc2cc(F)ccc2F)=CC1=O. Reaction SMILES: [CH3:1][O:2][C:3]([CH:4]([CH2:5][CH:6]([CH3:7])[CH3:8])[N:9]1[C:10](=[O:23])[CH:11]=[C:12]([O:14][c:15]2[c:16]([F:22])[cH:17][cH:18][c:19]([F:21])[cH:20]2)[CH2:13]1)=[O:24].[ClH:28].[Li+:27].[O:29]1[CH2:30][CH2:31][CH2:32][CH2:33]1.[OH-:26].[OH2:25].[OH2:34]>>[O:2]=[C:3]([CH:4]([CH2:5][CH:6]([CH3:7])[CH3:8])[N:9]1[C:10](=[O:23])[CH:11]=[C:12]([O:14][c:15]2[c:16]([F:22])[cH:17][cH:18][c:19]([F:21])[cH:20]2)[CH2:13]1)[OH:24]. Starting materials: CCO, CCOC(=O)C1=Cc2cc(-c3ccc(C)cc3)ccc2OC1C, [Na+], C1CCOC1, [OH-]. The product is Cc1ccc(-c2ccc3c(c2)C=C(C(=O)O)C(C)O3)cc1. Reaction SMILES: [CH2:31]([OH:32])[CH3:33].[CH3:1][c:2]1[cH:3][cH:4][c:5](-[c:8]2[cH:9][cH:10][c:11]3[c:12]([cH:23]2)[CH:13]=[C:14]([C:18](=[O:19])[O:20][CH2:21][CH3:22])[CH:15]([CH3:17])[O:16]3)[cH:6][cH:7]1.[Na+:25].[O:26]1[CH2:27][CH2:28][CH2:29][CH2:30]1.[OH-:24]>>[CH3:1][c:2]1[cH:3][cH:4][c:5](-[c:8]2[cH:9][cH:10][c:11]3[c:12]([cH:23]2)[CH:13]=[C:14]([C:18](=[O:19])[OH:20])[CH:15]([CH3:17])[O:16]3)[cH:6][cH:7]1.